This data is from the Open Reaction Database (ORD), a public repository of structured organic reaction records. The task is: describe an organic reaction: reactants, conditions, products, and yield Reactants: BrCCC1=CC2=CC=C(C=C2C=C1)OC (2-(2-bromoethyl)-6-methoxy-naphthalene), CNC(CC)N1CCC2=C(CC1=O)C=C(C(=C2)OC)OC (3-(N-methyl-amino-prop-3-yl)-7,8-dimethoxy-1,3,4,5-tetrahydro-2H-3-benzazepin-2-one). Reaction conditions: temperature 100 celsius. The product is CN(C(C)C1=CC2=CC=C(C=C2C=C1)OC)C(CC)N1CCC2=C(CC1=O)C=C(C(=C2)OC)OC (3-[N-Methyl-N-((6-methoxy-naphth-2-yl)-eth-2-yl)-amino-prop-3-yl]-7,8-dimethoxy-1,3,4,5-tetrahydro-2H-3-benzazepin-2-one). Reaction SMILES: Br[CH2:2][CH2:3][C:4]1[CH:13]=[CH:12][C:11]2[C:6](=[CH:7][CH:8]=[C:9]([O:14][CH3:15])[CH:10]=2)[CH:5]=1.[CH3:16][NH:17][CH:18]([N:21]1[C:27](=[O:28])[CH2:26][C:25]2[CH:29]=[C:30]([O:35][CH3:36])[C:31]([O:33][CH3:34])=[CH:32][C:24]=2[CH2:23][CH2:22]1)[CH2:19][CH3:20]>>[CH3:16][N:17]([CH:18]([N:21]1[C:27](=[O:28])[CH2:26][C:25]2[CH:29]=[C:30]([O:35][CH3:36])[C:31]([O:33][CH3:34])=[CH:32][C:24]=2[CH2:23][CH2:22]1)[CH2:19][CH3:20])[CH:3]([C:4]1[CH:13]=[CH:12][C:11]2[C:6](=[CH:7][CH:8]=[C:9]([O:14][CH3:15])[CH:10]=2)[CH:5]=1)[CH3:2]. Procedure: A mixture of 0.66 g (2.5 mmol) of 2-(2-bromoethyl)-6-methoxy-naphthalene and 1.46 g (5 mmol) of 3-(N-methyl-amino-prop-3-yl)-7,8-dimethoxy-1,3,4,5-tetrahydro-2H-3-benzazepin-2-one is heated to 100° C. for 90 minutes. After cooling, the crude product is purified over 70 g of aluminium oxide (neutral, activity II-III) with methylene chloride and then with increasing amounts of ethanol (up to 0.25%). Starting materials: [BH4-].[Na+] (sodium borohydride), FC=1C=C(C=CC1C(CC(=C)C)=O)NC(=O)C1=NC=CC=C1 (N-(3-fluoro-4-(3-methyl-3-butenoyl)phenyl)pyridine-2-carboxamide), [Cl-].[NH4+] (ammonium chloride). Solvent: CO (methanol). Run at time 3 hour. The product is FC=1C=C(C=CC1C(CC(=C)C)O)NC(=O)C1=NC=CC=C1 (N-(3-fluoro-4-(1-hydroxy-3-methyl-3-buten-1-yl)phenyl)pyridine-2-carboxamide). As a reaction SMILES: [BH4-].[Na+].[F:3][C:4]1[CH:5]=[C:6]([NH:16][C:17]([C:19]2[CH:24]=[CH:23][CH:22]=[CH:21][N:20]=2)=[O:18])[CH:7]=[CH:8][C:9]=1[C:10](=[O:15])[CH2:11][C:12]([CH3:14])=[CH2:13].[Cl-].[NH4+]>CO>[F:3][C:4]1[CH:5]=[C:6]([NH:16][C:17]([C:19]2[CH:24]=[CH:23][CH:22]=[CH:21][N:20]=2)=[O:18])[CH:7]=[CH:8][C:9]=1[CH:10]([OH:15])[CH2:11][C:12]([CH3:14])=[CH2:13] |f:0.1,3.4|. Reported procedure: 88.8 mg of sodium borohydride was added to a methanol (5 ml) solution of 280 mg of N-(3-fluoro-4-(3-methyl-3-butenoyl)phenyl)pyridine-2-carboxamide. The reaction liquid was stirred at room temperature for 3 hours, and then poured into an aqueous saturated ammonium chloride solution, extracted with ethyl acetate, and dried with anhydrous sodium sulfate. The solvent was evaporated away under reduced pressure, and the resulting residue was purified through silica gel column chromatography (developi... Reactants: BrC=1C=C(N)C=C(C1)Br (3,5-dibromoaniline), N1N=CC=C1 (pyrazole), Fe(acac)3, C([O-])([O-])=O.[Cs+].[Cs+] (cesium carbonate). The reagents and catalysts are CC(=O)[O-].CC(=O)[O-].[Cu+2].O (Cu(OAc)2.H2O). The solvent is CCOC(=O)C (EtOAc), CN(C)C=O (DMF). Conditions: temperature 135 celsius, time 3 day. Yields the product N1(N=CC=C1)C=1C=C(N)C=C(C1)N1N=CC=C1 (3,5-di(1H-pyrazol-1-yl)aniline), BrC=1C=C(N)C=C(C1)N1N=CC=C1 (3-bromo-5-(1H-pyrazol-1-yl)aniline). The yield is 95.0%. As a reaction SMILES: [Br:1][C:2]1[CH:3]=[C:4]([CH:6]=[C:7](Br)[CH:8]=1)[NH2:5].[NH:10]1[CH:14]=[CH:13][CH:12]=[N:11]1.C(=O)([O-])[O-].[Cs+].[Cs+]>CN(C=O)C.CCOC(C)=O.CC([O-])=O.CC([O-])=O.[Cu+2].O>[N:10]1([C:2]2[CH:3]=[C:4]([CH:6]=[C:7]([N:10]3[CH:14]=[CH:13][CH:12]=[N:11]3)[CH:8]=2)[NH2:5])[CH:14]=[CH:13][CH:12]=[N:11]1.[Br:1][C:2]1[CH:3]=[C:4]([CH:6]=[C:7]([N:10]2[CH:14]=[CH:13][CH:12]=[N:11]2)[CH:8]=1)[NH2:5] |f:2.3.4,7.8.9.10|. Reported procedure: The mixture of 3,5-dibromoaniline (1.16 g, 4.6 mmol), pyrazole (0.47 g, 6.9 mmol), Fe(acac)3 (0.35 g, 1.0 mmol), Cu(OAc)2.H2O (0.18 g, 1.0 mmol) and cesium carbonate (3.00 g, 9.2 mmol) in 20 mL DMF was stirred at 135° C. in a sealed tube for 3 days. The mixture was diluted with EtOAc, stirred vigorously, filtered through celite, concentrated in vacuo, subjected to silica flash column to isolate 3,5-di(1H-pyrazol-1-yl)aniline and 3-bromo-5-(1H-pyrazol-1-yl)aniline (0.52 g). Reactants: CN(C=O)C (N,N-dimethylformamide), C(#N)C1=C(C(=C(C(=C1C)I)F)OC)NC(C(F)(F)F)=O (N-(2-cyano-5-fluoro-4-iodo-6-methoxy-3-methylphenyl)-2,2,2-trifluoroacetamide), C(C1=CC=CC=C1)OC=1C=C(C=CC1)B(O)O (3-benzyloxyphenylboronic acid), potassium phosphate n-hydrate. Reagents/catalysts: C=1C=CC(=CC1)[P](C=2C=CC=CC2)(C=3C=CC=CC3)[Pd]([P](C=4C=CC=CC4)(C=5C=CC=CC5)C=6C=CC=CC6)([P](C=7C=CC=CC7)(C=8C=CC=CC8)C=9C=CC=CC9)[P](C=1C=CC=CC1)(C=1C=CC=CC1)C=1C=CC=CC1 (Tetrakis(triphenylphosphine)palladium(0)). Solvent: C(C)(=O)OCC (ethyl acetate). Run at temperature 95 celsius, time 5.5 hour. Yields the product C(C1=CC=CC=C1)OC=1C=C(C=CC1)C1=C(C(=C(C(=C1C)C#N)NC(C(F)(F)F)=O)OC)F (N-(3′-Benzyloxy-5-cyano-2-fluoro-3-methoxy-6-methylbiphenyl-4-yl)-2,2,2-trifluoroacetamide). The yield is 73.0%. Reaction SMILES: CN(C)C=O.[C:6]([C:8]1[C:13]([CH3:14])=[C:12](I)[C:11]([F:16])=[C:10]([O:17][CH3:18])[C:9]=1[NH:19][C:20](=[O:25])[C:21]([F:24])([F:23])[F:22])#[N:7].[CH2:26]([O:33][C:34]1[CH:35]=[C:36](B(O)O)[CH:37]=[CH:38][CH:39]=1)[C:27]1[CH:32]=[CH:31][CH:30]=[CH:29][CH:28]=1>C1C=CC([P]([Pd]([P](C2C=CC=CC=2)(C2C=CC=CC=2)C2C=CC=CC=2)([P](C2C=CC=CC=2)(C2C=CC=CC=2)C2C=CC=CC=2)[P](C2C=CC=CC=2)(C2C=CC=CC=2)C2C=CC=CC=2)(C2C=CC=CC=2)C2C=CC=CC=2)=CC=1.C(OCC)(=O)C>[CH2:26]([O:33][C:34]1[CH:39]=[C:38]([C:12]2[C:13]([CH3:14])=[C:8]([C:6]#[N:7])[C:9]([NH:19][C:20](=[O:25])[C:21]([F:24])([F:23])[F:22])=[C:10]([O:17][CH3:18])[C:11]=2[F:16])[CH:37]=[CH:36][CH:35]=1)[C:27]1[CH:32]=[CH:31][CH:30]=[CH:29][CH:28]=1 |^1:46,48,67,86|. Procedure details: Tetrakis(triphenylphosphine)palladium(0) (287 mg, 249 μmol) was added to an N,N-dimethylformamide (16.5 ml) suspension of N-(2-cyano-5-fluoro-4-iodo-6-methoxy-3-methylphenyl)-2,2,2-trifluoroacetamide (I-35) (500 mg, 1.24 mmol), 3-benzyloxyphenylboronic acid (425 mg, 1.87 mmol), potassium phosphate n-hydrate (74-78%, 713 mg, 2.49 mmol), followed by stirring at 95° C. for 5.5 hours. The reaction liquid was cooled, then ethyl acetate (100 ml) was added, followed by washing with saturated brine (50 ...